From a dataset of the Open Reaction Database (ORD), a public repository of structured organic reaction records. describe an organic reaction: reactants, conditions, products, and yield Reactants: CCOc1ccc(-c2ccc3c(c2)C=C(C(=O)OC(C)(C)C)CCN3C)cc1, COCCOC, Cl. Yields the product CCOc1ccc(-c2ccc3c(c2)C=C(C(=O)O)CCN3C)cc1, Cl. RXN SMILES: [CH2:1]([CH3:2])[O:3][c:4]1[cH:5][cH:6][c:7](-[c:10]2[cH:11][cH:12][c:13]3[c:14]([cH:28]2)[CH:15]=[C:16]([C:21](=[O:22])[O:23][C:24]([CH3:25])([CH3:26])[CH3:27])[CH2:17][CH2:18][N:19]3[CH3:20])[cH:8][cH:9]1.[CH2:30]([CH2:31][O:32][CH3:33])[O:34][CH3:35].[ClH:29]>>[CH2:1]([CH3:2])[O:3][c:4]1[cH:5][cH:6][c:7](-[c:10]2[cH:11][cH:12][c:13]3[c:14]([cH:28]2)[CH:15]=[C:16]([C:21](=[O:22])[OH:23])[CH2:17][CH2:18][N:19]3[CH3:20])[cH:8][cH:9]1.[ClH:29]. Reactants: CCOC(=O)CP(=O)(OCC)OCC, CC(=O)c1ccc(CC(C)(C)NC=O)cc1, [H-], [Na+]. Yields the product CCOC(=O)C=C(C)c1ccc(CC(C)(C)NC=O)cc1. Reaction SMILES: [CH3:17][CH2:18][O:19][C:20](=[O:21])[CH2:22][P:23]([O:24][CH2:25][CH3:26])([O:27][CH2:28][CH3:29])=[O:30].[CH:1](=[O:2])[NH:3][C:4]([CH2:5][c:6]1[cH:7][cH:8][c:9]([C:12]([CH3:13])=[O:14])[cH:10][cH:11]1)([CH3:15])[CH3:16].[H-:31].[Na+:32]>>[CH:1](=[O:2])[NH:3][C:4]([CH2:5][c:6]1[cH:7][cH:8][c:9]([C:12]([CH3:13])=[CH:22][C:20]([O:19][CH2:18][CH3:17])=[O:21])[cH:10][cH:11]1)([CH3:15])[CH3:16].